From a dataset of the Open Reaction Database (ORD), a public repository of structured organic reaction records. describe an organic reaction: reactants, conditions, products, and yield Reported procedure: 3.3 ml of pyridine and then 4.3 ml of trifluoroacetic anhydride were added to a solution of 2.25 g (10.1 mmol) of 2-t-butyl-5-carbamoyl-1-nitrobenzene [prepared as described in Preparation 38(i)] in 20 ml of tetrahydrofuran, and the resulting mixture was stirred for 20 minutes. The reaction mixture was then mixed with water, and the aqueous mixture was extracted with a mixture of ethyl acetate and hexane. The extract was washed with water and with a saturated aqueous solution of sodium chloride,... Solvent: O1CCCC1 (tetrahydrofuran), CCCCCC (hexane). The yield is 96.5%. Conditions: time 20 minute. Starting materials: O (water), N1=CC=CC=C1 (pyridine), FC(C(=O)OC(C(F)(F)F)=O)(F)F (trifluoroacetic anhydride), C(C)(C)(C)C1=C(C=C(C=C1)C(N)=O)[N+](=O)[O-] (2-t-butyl-5-carbamoyl-1-nitrobenzene). The product is C(C)(C)(C)C1=C(C=C(C=C1)C#N)[N+](=O)[O-] (2-t-Butyl-5-cyano-1-nitrobenzene). Reaction SMILES: N1C=CC=CC=1.FC(F)(F)C(OC(=O)C(F)(F)F)=O.[C:20]([C:24]1[CH:29]=[CH:28][C:27]([C:30](=O)[NH2:31])=[CH:26][C:25]=1[N+:33]([O-:35])=[O:34])([CH3:23])([CH3:22])[CH3:21].O>O1CCCC1.CCCCCC>[C:20]([C:24]1[CH:29]=[CH:28][C:27]([C:30]#[N:31])=[CH:26][C:25]=1[N+:33]([O-:35])=[O:34])([CH3:23])([CH3:21])[CH3:22]. Reactants: ClC=1C=CN2C(C(=CC(=C2C1C)C1CC1)C(=O)OC)=O (methyl 8-chloro-1-cyclopropyl-9-methyl-4-oxo-4H-quinolizine-3-carboxylate), CC1(OB(OC1(C)C)C=1C=C2C(=NNC2=CC1)N)C (5-(4,4,5,5-tetramethyl-1,3,2-dioxaborolan-2-yl)-1H-indazol-3-amine). Product: NC1=NNC2=CC=C(C=C12)C=1C=CN2C(C(=CC(=C2C1C)C1CC1)C(=O)OC)=O (methyl 8-(3-amino-1H-indazol-5-yl)-1-cyclopropyl-9-methyl-4-oxo-4H-quinolizine-3-carboxylate). The yield is 24.2%. As a reaction SMILES: Cl[C:2]1[CH:3]=[CH:4][N:5]2[C:10]([C:11]=1[CH3:12])=[C:9]([CH:13]1[CH2:15][CH2:14]1)[CH:8]=[C:7]([C:16]([O:18][CH3:19])=[O:17])[C:6]2=[O:20].CC1(C)C(C)(C)OB([C:29]2[CH:30]=[C:31]3[C:35](=[CH:36][CH:37]=2)[NH:34][N:33]=[C:32]3[NH2:38])O1>>[NH2:38][C:32]1[C:31]2[C:35](=[CH:36][CH:37]=[C:29]([C:2]3[CH:3]=[CH:4][N:5]4[C:10]([C:11]=3[CH3:12])=[C:9]([CH:13]3[CH2:15][CH2:14]3)[CH:8]=[C:7]([C:16]([O:18][CH3:19])=[O:17])[C:6]4=[O:20])[CH:30]=2)[NH:34][N:33]=1. Procedure details: Methyl 8-(3-amino-1H-indazol-5-yl)-1-cyclopropyl-9-methyl-4-oxo-4H-quinolizine-3-carboxylate was prepared according to General Procedure A from methyl 8-chloro-1-cyclopropyl-9-methyl-4-oxo-4H-quinolizine-3-carboxylate (100 mg, 0.34 mmol) and 5-(4,4,5,5-tetramethyl-1,3,2-dioxaborolan-2-yl)-1H-indazol-3-amine (106.4 mg, 0.41 mmol). Purification by flash silica column chromatography (DCM:MeOH) (1:0 to 9:1) afforded the title compound as a yellow solid (32 mg, 42%).